describe an organic reaction: reactants, conditions, products, and yield From a dataset of the Open Reaction Database (ORD), a public repository of structured organic reaction records. The reactants are C(=O)([O-])[O-].[Na+].[Na+] (Na2CO3), CN1CCNCC1 (1-methylpiperazine), NC1=CC(=C(OC2=C3C(=NC=C2)C=C(S3)C3=CC=C(C=O)C=C3)C=C1)F (4-(7-(4-amino-2-fluorophenoxy)thieno[3,2-b]pyridin-2-yl)benzaldehyde), C(C)(=O)O[BH-](OC(C)=O)OC(C)=O.[Na+] (sodium triacetoxyborohydride). Solvent: C(Cl)Cl (CH2Cl2). Reaction conditions: time 30 minute. Yields the product FC=1C=C(N)C=CC1OC1=C2C(=NC=C1)C=C(S2)C2=CC=C(C=C2)CN2CCN(CC2)C (3-fluoro-4-(2-(4-((4-methylpiperazin-1-yl)methyl)phenyl)thieno[3,2-b]pyridin-7-yloxy)aniline). Isolated yield 69.8%. As a reaction SMILES: [CH3:1][N:2]1[CH2:7][CH2:6][NH:5][CH2:4][CH2:3]1.[NH2:8][C:9]1[CH:32]=[CH:31][C:12]([O:13][C:14]2[CH:19]=[CH:18][N:17]=[C:16]3[CH:20]=[C:21]([C:23]4[CH:30]=[CH:29][C:26]([CH:27]=O)=[CH:25][CH:24]=4)[S:22][C:15]=23)=[C:11]([F:33])[CH:10]=1.C(O[BH-](OC(=O)C)OC(=O)C)(=O)C.[Na+].C([O-])([O-])=O.[Na+].[Na+]>C(Cl)Cl>[F:33][C:11]1[CH:10]=[C:9]([CH:32]=[CH:31][C:12]=1[O:13][C:14]1[CH:19]=[CH:18][N:17]=[C:16]2[CH:20]=[C:21]([C:23]3[CH:30]=[CH:29][C:26]([CH2:27][N:5]4[CH2:6][CH2:7][N:2]([CH3:1])[CH2:3][CH2:4]4)=[CH:25][CH:24]=3)[S:22][C:15]=12)[NH2:8] |f:2.3,4.5.6|. Procedure details: A 20 mL vial was charged with 1-methylpiperazine (0.0457 mL, 0.412 mmol), 4-(7-(4-amino-2-fluorophenoxy)thieno[3,2-b]pyridin-2-yl)benzaldehyde (Example 94, Step A; 0.150 g, 0.329 mmol) and CH2Cl2 (5 mL). The reaction mixture was stirred for 30 minutes and sodium triacetoxyborohydride (0.0977 g, 0.461 mmol) was added slowly over five minutes, and then the reaction mixture was stirred at room temperature for 4 hours. The reaction mixture was poured into Na2CO3 (100 mL) and extracted with CH2Cl2 (2... Reactants: CC(C)(C)OC(=O)NCCN1CC2CNCC(C1)O2, O=C([O-])[O-], Cc1ccccc1, CO, CCO, ClC(Cl)Cl, ClCCl, [K+], [K+], [K+], O=[Mn](=O)(=O)[O-], N, O, N#Cc1ccc(NCCCOS(=O)(=O)c2ccccc2)cc1. Product: CC(C)(C)OC(=O)NCCN1CC2CN(CCCNc3ccc(C#N)cc3)CC(C1)O2. RXN SMILES: [C:1]([CH3:2])([CH3:3])([CH3:4])[O:5][C:6]([NH:7][CH2:8][CH2:9][N:10]1[CH2:11][CH:12]2[CH2:13][NH:14][CH2:15][CH:16]([CH2:17]1)[O:18]2)=[O:19].[C:20](=[O:21])([O-:22])[O-:23].[CH3:55][c:56]1[cH:57][cH:58][cH:59][cH:60][cH:61]1.[CH3:62][OH:63].[CH3:72][CH2:73][OH:74].[CH:64]([Cl:65])([Cl:66])[Cl:67].[Cl:68][CH2:69][Cl:70].[K+:24].[K+:25].[K+:54].[Mn:49]([O-:50])(=[O:51])(=[O:52])=[O:53].[NH3:48].[OH2:71].[c:26]1([S:27]([O:28][CH2:36][CH2:37][CH2:38][NH:39][c:40]2[cH:41][cH:42][c:43]([C:46]#[N:47])[cH:44][cH:45]2)(=[O:29])=[O:30])[cH:31][cH:32][cH:33][cH:34][cH:35]1>>[C:1]([CH3:2])([CH3:3])([CH3:4])[O:5][C:6]([NH:7][CH2:8][CH2:9][N:10]1[CH2:11][CH:12]2[CH2:13][N:14]([CH2:36][CH2:37][CH2:38][NH:39][c:40]3[cH:41][cH:42][c:43]([C:46]#[N:47])[cH:44][cH:45]3)[CH2:15][CH:16]([CH2:17]1)[O:18]2)=[O:19]. The reactants are ice water, intermediate 13, C(C1=CC=CC=C1)(=O)C=1C=CC(=C(C#N)C1)[N+](=O)[O-] (5-benzoyl-2-nitrobenzonitrile), S(O)(O)(=O)=O (sulfuric acid). Solvent: O (water). Yields the product C(C1=CC=CC=C1)(=O)C=1C=CC(=C(C(=O)N)C1)[N+](=O)[O-] (5-benzoyl-2-nitrobenzamide). Yield: 54.8%. Reaction SMILES: [C:1]([C:9]1[CH:10]=[CH:11][C:12]([N+:17]([O-:19])=[O:18])=[C:13]([CH:16]=1)[C:14]#[N:15])(=[O:8])[C:2]1[CH:7]=[CH:6][CH:5]=[CH:4][CH:3]=1.S(=O)(=O)(O)[OH:21]>O>[C:1]([C:9]1[CH:10]=[CH:11][C:12]([N+:17]([O-:19])=[O:18])=[C:13]([CH:16]=1)[C:14]([NH2:15])=[O:21])(=[O:8])[C:2]1[CH:3]=[CH:4][CH:5]=[CH:6][CH:7]=1. Procedure details: A solution of 8.9 parts of intermediate 13, namely 5-benzoyl-2-nitrobenzonitrile, 166 parts of sulfuric acid and 10 parts of water was heated at 90° C. for 13/4 hours. The reaction mixture was poured into ice-water. The precipitate was filtered off and recrystallized from methanol. The product was filtered off, washed with methanol and 2,2'-oxybispropane and dried in vacuo at 60°-70° C., yielding 5.23 parts (54.8%) of 5-benzoyl-2-nitrobenzamide; mp. 244.3° C. (intermediate 14). Reactants: COC(C)=O, [Li]CCCC, CC(C)(C)c1cc(SCCC=O)cc(C(C)(C)C)c1O, CCCCCC, CC(C)NC(C)C, [Cl-], [NH4+], C1CCOC1. Product: COC(=O)CC(O)CCSc1cc(C(C)(C)C)c(O)c(C(C)(C)C)c1. As a reaction SMILES: [C:13]([CH3:14])(=[O:15])[O:16][CH3:17].[CH2:8]([Li:9])[CH2:10][CH2:11][CH3:12].[CH3:18][C:19]([CH3:20])([CH3:21])[c:22]1[cH:23][c:24]([S:33][CH2:34][CH2:35][CH:36]=[O:37])[cH:25][c:26]([C:29]([CH3:30])([CH3:31])[CH3:32])[c:27]1[OH:28].[CH3:45][CH2:46][CH2:47][CH2:48][CH2:49][CH3:50].[CH:1]([NH:2][CH:3]([CH3:4])[CH3:5])([CH3:6])[CH3:7].[Cl-:38].[NH4+:39].[O:40]1[CH2:41][CH2:42][CH2:43][CH2:44]1>>[C:13]([CH2:14][CH:36]([CH2:35][CH2:34][S:33][c:24]1[cH:23][c:22]([C:19]([CH3:18])([CH3:20])[CH3:21])[c:27]([OH:28])[c:26]([C:29]([CH3:30])([CH3:31])[CH3:32])[cH:25]1)[OH:37])(=[O:15])[O:16][CH3:17]. Conditions: temperature 30 celsius, time 1.5 hour. Procedure details: A mixture of 137 g (1 mole) of o-nitrotoluene, 120 g of paraformaldehyde, 34 g of potassium hydroxide and 500 ml of dimethyl formamide containing 0.7% by weight of water is stirred at 30° C. for 1.5 hours and then at 55° C. for 1 hour. The reaction mixture is processed as described in Example 1 to obtain 35 g of o-nitrophenylethanol, 20 g of o-nitrotoluene and 35 g of bis-methylol compounds. The bis-methylol compounds were identified by gas chromatographical mass spectrum (GCMS) analysis. Starting materials: [N+](=O)([O-])C1=C(C=CC=C1)C (o-nitrotoluene), C=O (paraformaldehyde), [OH-].[K+] (potassium hydroxide), CN(C=O)C (dimethyl formamide). Reaction SMILES: [N+:1]([C:4]1[CH:9]=[CH:8][CH:7]=[CH:6][C:5]=1[CH3:10])([O-:3])=[O:2].[CH2:11]=[O:12].[OH-:13].[K+].[CH3:15]N(C)C=O>O>[N+:1]([C:4]1[CH:9]=[CH:8][CH:7]=[CH:6][C:5]=1[CH:11]([OH:12])[CH3:15])([O-:2])=[O:13].[N+:1]([C:4]1[CH:9]=[CH:8][CH:7]=[CH:6][C:5]=1[CH3:10])([O-:3])=[O:2] |f:2.3|. Run in O (water). Yields the product [N+](=O)([O-])C1=C(C=CC=C1)C(C)O (o-nitrophenylethanol), [N+](=O)([O-])C1=C(C=CC=C1)C (o-nitrotoluene), bis-methylol. Starting materials: C(C)N(C)CC (diethylmethylamine), O.C1(=CC=C(C=C1)S(=O)(=O)O)C (p-toluenesulfonic acid monohydrate). Solvent: CC(CC)=O (2-butanone). Reaction conditions: time 1 hour. The product is C(C)N(C)CC (diethylmethylamine), C1(=CC=C(C=C1)S(=O)(=O)O)C (p-toluenesulfonic acid). Reaction SMILES: [CH2:1]([N:3]([CH2:5][CH3:6])[CH3:4])[CH3:2].O.[C:8]1([CH3:18])[CH:13]=[CH:12][C:11]([S:14]([OH:17])(=[O:16])=[O:15])=[CH:10][CH:9]=1>CC(=O)CC>[CH2:1]([N:3]([CH2:5][CH3:6])[CH3:4])[CH3:2].[C:8]1([CH3:18])[CH:9]=[CH:10][C:11]([S:14]([OH:17])(=[O:15])=[O:16])=[CH:12][CH:13]=1 |f:1.2|. Procedure details: 3.0 g of diethylmethylamine was dissolved in 30 cm3 of 2-butanone, to which was then gradually added 5.7 g of p-toluenesulfonic acid monohydrate while stirring. The stirring was continued for an additional one hour, and the solvent was then distilled off in vacuo. The obtained solid was recrystallized from acetone to obtain a diethylmethylamine salt of p-toluenesulfonic acid. RXN SMILES: C([N:9]1[CH2:14][CH2:13][CH2:12][CH2:11][C:10]1([CH2:17][CH2:18][C:19]1[CH:24]=[CH:23][CH:22]=[CH:21][CH:20]=1)[C:15]#N)(=O)C1C=CC=CC=1.[Cl-:25].[Al+3].[Cl-].[Cl-].[OH-:29].[Na+]>ClCCCl.C(Cl)Cl.O>[ClH:25].[NH:9]1[CH2:14][CH2:13][CH2:12][CH2:11][C:10]21[CH2:17][CH2:18][C:19]1[C:20](=[CH:21][CH:22]=[CH:23][CH:24]=1)[C:15]2=[O:29] |f:1.2.3.4,5.6,10.11|. Solvent: O (water), C(Cl)Cl (methylene chloride), ClCCCl (1,2-dichloroethane), C(Cl)Cl (methylene chloride). Procedure: In 250 ml of 1,2-dichloroethane was dissolved 7.64 g of 1-benzoyl-2-(2-phenylethyl)-2piperidinecarbonitrile. Then, 8.0 g of aluminum chloride was added and the mixture was refluxed for 6 hours. The reaction mixture was cooled and poured cautiously into 10% aqueous sodium hydroxide solution. Then, methylene chloride and water were added for extraction. The methylene chloride layer was dried over anhydrous sodium sulfate and filtered and the solvent was distilled off. To the residue were added 100... Product: Cl.N1C2(CCCC1)C(C1=CC=CC=C1CC2)=O (3,4-Dihydrospiro[naphthalene-2(1H), 2'-piperidin]-1-one hydrochloride). Starting materials: C(C1=CC=CC=C1)(=O)N1C(CCCC1)(C#N)CCC1=CC=CC=C1 (1-benzoyl-2-(2-phenylethyl)-2piperidinecarbonitrile), [Cl-].[Al+3].[Cl-].[Cl-] (aluminum chloride), [OH-].[Na+] (sodium hydroxide). The reactants are CO (Methanol), FC1=C(C=CC(=C1)I)NC([C@H](CC(C)(C)C)N1C(N[C@@H](C1=O)C1=CC=C(C=C1)OCCOC(C)(C)C)=O)=O ((S)-2-{(R)-4-[4-(2-tert-butoxy-ethoxy)-phenyl]-2,5-dioxo-imidazolidin-1-yl}-4,4-dimethyl-pentanoic acid (2-fluoro-4-iodo-phenyl)-amide), C[Si](C)(C)I (trimethylsilyl iodide). Run in ClCCl (dichloromethane), ClCCl (dichloromethane). Reaction conditions: time 2 hour. Yields the product FC1=C(C=CC(=C1)I)NC([C@H](CC(C)(C)C)N1C(N[C@@H](C1=O)C1=CC=C(C=C1)OCCO)=O)=O ((S)-2-{(R)-4-[4-(2-hydroxy-ethoxy)-phenyl]-2,5-dioxo-imidazolidin-1-yl}-4,4-dimethyl-pentanoic acid (2-fluoro-4-iodo-phenyl)-amide). The yield is 47.0%. Reaction SMILES: [F:1][C:2]1[CH:7]=[C:6]([I:8])[CH:5]=[CH:4][C:3]=1[NH:9][C:10](=[O:38])[C@@H:11]([N:17]1[C:21](=[O:22])[C@@H:20]([C:23]2[CH:28]=[CH:27][C:26]([O:29][CH2:30][CH2:31][O:32]C(C)(C)C)=[CH:25][CH:24]=2)[NH:19][C:18]1=[O:37])[CH2:12][C:13]([CH3:16])([CH3:15])[CH3:14].C[Si](I)(C)C.CO>ClCCl>[F:1][C:2]1[CH:7]=[C:6]([I:8])[CH:5]=[CH:4][C:3]=1[NH:9][C:10](=[O:38])[C@@H:11]([N:17]1[C:21](=[O:22])[C@@H:20]([C:23]2[CH:24]=[CH:25][C:26]([O:29][CH2:30][CH2:31][OH:32])=[CH:27][CH:28]=2)[NH:19][C:18]1=[O:37])[CH2:12][C:13]([CH3:16])([CH3:14])[CH3:15]. Reported procedure: To a solution of (S)-2-{(R)-4-[4-(2-tert-butoxy-ethoxy)-phenyl]-2,5-dioxo-imidazolidin-1-yl}-4,4-dimethyl-pentanoic acid (2-fluoro-4-iodo-phenyl)-amide (295 mg, 0.46 mmol) in dichloromethane (3 mL) at 0° C. under an atmosphere of dry argon was slowly added a solution of trimethylsilyl iodide (183 uL, 1.3 mmol) in dichloromethane (1 mL). The reaction mixture stirred at ambient temperature for 2 hours. Methanol (0.5 mL) was added to quench the reaction. The reaction mixture extracted with dichloro... The reactants are ClCCl, O=[Cr](=O)([O-])Cl, OCCC1CCCCC1c1ccccc1, c1cc[nH+]cc1. The product is O=CCC1CCCCC1c1ccccc1. Reaction SMILES: [CH2:27]([Cl:28])[Cl:29].[O:16]=[Cr:17]([Cl:18])([O-:19])=[O:20].[c:1]1([CH:7]2[CH:8]([CH2:13][CH2:14][OH:15])[CH2:9][CH2:10][CH2:11][CH2:12]2)[cH:2][cH:3][cH:4][cH:5][cH:6]1.[nH+:21]1[cH:22][cH:23][cH:24][cH:25][cH:26]1>>[c:1]1([CH:7]2[CH:8]([CH2:13][CH:14]=[O:15])[CH2:9][CH2:10][CH2:11][CH2:12]2)[cH:2][cH:3][cH:4][cH:5][cH:6]1.